From a dataset of the Open Reaction Database (ORD), a public repository of structured organic reaction records. describe an organic reaction: reactants, conditions, products, and yield Starting materials: Brc1ccccn1, C#CCCO, [Cu]I. Product: OCCC#Cc1ccccn1. As a reaction SMILES: [Br:1][c:2]1[cH:3][cH:4][cH:5][cH:6][n:7]1.[CH2:8]([CH2:9][C:10]#[CH:11])[OH:12].[Cu:13][I:14]>>[c:2]1([C:11]#[C:10][CH2:9][CH2:8][OH:12])[cH:3][cH:4][cH:5][cH:6][n:7]1. Reactants: Br, CC(=O)Nc1ccc(C(=O)O)cn1, CN(C)C=O, CCN(C(C)C)C(C)C, [Na+], O=C([O-])O, NC1=Nc2cc(N3CCOCC3)ccc2C2=NCCN12. Product: CC(=O)Nc1ccc(C(=O)NC2=Nc3cc(N4CCOCC4)ccc3C3=NCCN23)cn1. Reaction SMILES: [BrH:1].[C:22]([CH3:23])(=[O:24])[NH:25][c:26]1[n:27][cH:28][c:29]([C:30](=[O:31])[OH:32])[cH:33][cH:34]1.[CH3:49][N:50]([CH3:51])[CH:52]=[O:53].[CH:35]([N:36]([CH2:37][CH3:38])[CH:39]([CH3:40])[CH3:41])([CH3:42])[CH3:43].[Na+:48].[O-:44][C:45]([OH:46])=[O:47].[O:2]1[CH2:3][CH2:4][N:5]([c:8]2[cH:9][cH:10][c:11]3[c:16]([cH:17]2)[N:15]=[C:14]([NH2:18])[N:13]2[C:12]3=[N:21][CH2:20][CH2:19]2)[CH2:6][CH2:7]1>>[O:2]1[CH2:3][CH2:4][N:5]([c:8]2[cH:9][cH:10][c:11]3[c:16]([cH:17]2)[N:15]=[C:14]([NH:18][C:30]([c:29]2[cH:28][n:27][c:26]([NH:25][C:22]([CH3:23])=[O:24])[cH:34][cH:33]2)=[O:31])[N:13]2[C:12]3=[N:21][CH2:20][CH2:19]2)[CH2:6][CH2:7]1. The reactants are CS(=O)(=O)Cl, CN(C)c1ccccn1, ClCCl, CS(=O)(=O)c1ccc2c(O)c(C#N)oc2c1, c1ccncc1. Yields the product CS(=O)(=O)Oc1c(C#N)oc2cc(S(C)(=O)=O)ccc12. Reaction SMILES: [CH3:23][S:24]([Cl:25])(=[O:26])=[O:27].[CH3:28][N:29]([c:30]1[cH:31][cH:32][cH:33][cH:34][n:35]1)[CH3:36].[Cl:37][CH2:38][Cl:39].[OH:1][c:2]1[c:3]([C:15]#[N:16])[o:4][c:5]2[c:6]1[cH:7][cH:8][c:9]([S:11](=[O:12])(=[O:13])[CH3:14])[cH:10]2.[cH:17]1[cH:18][cH:19][n:20][cH:21][cH:22]1>>[O:1]([c:2]1[c:3]([C:15]#[N:16])[o:4][c:5]2[c:6]1[cH:7][cH:8][c:9]([S:11](=[O:12])(=[O:13])[CH3:14])[cH:10]2)[S:24]([CH3:23])(=[O:26])=[O:27]. Reactants: CCCCCCCCCCCCCCCCNc1ccc(CCC(=O)OC2COC(c3ccccc3)OC2)cc1, CC(=O)O, [H][H]. Yields the product CCCCCCCCCCCCCCCCNc1ccc(CCC(=O)OC(CO)CO)cc1. Reaction SMILES: [CH2:1]([CH2:2][CH2:3][CH2:4][CH2:5][CH2:6][CH2:7][CH2:8][CH2:9][CH2:10][CH2:11][CH2:12][CH2:13][CH2:14][CH2:15][CH3:16])[NH:17][c:18]1[cH:19][cH:20][c:21]([CH2:22][CH2:23][C:24](=[O:25])[O:26][CH:27]2[CH2:28][O:29][CH:30]([c:33]3[cH:34][cH:35][cH:36][cH:37][cH:38]3)[O:31][CH2:32]2)[cH:39][cH:40]1.[CH3:43][C:44](=[O:45])[OH:46].[H:41][H:42]>>[CH2:1]([CH2:2][CH2:3][CH2:4][CH2:5][CH2:6][CH2:7][CH2:8][CH2:9][CH2:10][CH2:11][CH2:12][CH2:13][CH2:14][CH2:15][CH3:16])[NH:17][c:18]1[cH:19][cH:20][c:21]([CH2:22][CH2:23][C:24](=[O:25])[O:26][CH:27]([CH2:28][OH:29])[CH2:32][OH:31])[cH:39][cH:40]1. Reactants: N1N=CC(=C1)B1OC(C)(C)C(C)(C)O1 (Pyrazole-4-boronic acid pinacol ester), FCC(CF)O (1,3-Difluoro-2-propanol), C1(=CC=CC=C1)P(C1=CC=CC=C1)C1=CC=CC=C1 (triphenylphosphine), N(=NC(=O)OC(C)C)C(=O)OC(C)C (Diisopropyl azodicarboxylate). Run in C1CCOC1 (THF). Conditions: time 48 hour. Yields the product FCC(CF)N1N=CC(=C1)B1OC(C(O1)(C)C)(C)C (1-[2-fluoro-1-(fluoromethyl)ethyl]-4-(4,4,5,5-tetramethyl-1,3,2-dioxaborolan-2-yl)pyrazole). RXN SMILES: [NH:1]1[CH:5]=[C:4]([B:6]2[O:14][C:11]([CH3:13])([CH3:12])[C:8]([CH3:10])([CH3:9])[O:7]2)[CH:3]=[N:2]1.[F:15][CH2:16][CH:17](O)[CH2:18][F:19].C1(P(C2C=CC=CC=2)C2C=CC=CC=2)C=CC=CC=1.N(C(OC(C)C)=O)=NC(OC(C)C)=O>C1COCC1>[F:15][CH2:16][CH:17]([N:2]1[CH:3]=[C:4]([B:6]2[O:7][C:8]([CH3:9])([CH3:10])[C:11]([CH3:13])([CH3:12])[O:14]2)[CH:5]=[N:1]1)[CH2:18][F:19]. Procedure: To a stirred solution of Pyrazole-4-boronic acid pinacol ester (6.6 g, 34 mmol, 1 eq.) in dry THF (150 mL) was added 1,3-Difluoro-2-propanol (5.1 g, 51 mmol, 1.5 eq.) followed by triphenylphosphine (13.5 g, 51 mmol, 1.5 eq.) and Diisopropyl azodicarboxylate (10.5 g, 51 mmol, 1.5 eq.) at 0° C. under nitrogen atmosphere. After the addition, the reaction mixture was stirred at RT for 48 h. The reaction mixture was concentrated under vacuum and the residue was solubilized in EtOAc, washed with water... Reactants: CCOC(C)=O, COC(=O)C1Cc2cccc([N+](=O)[O-])c2C1, [H][H]. Yields the product COC(=O)C1Cc2cccc(N)c2C1. Reaction SMILES: [CH3:19][CH2:20][O:21][C:22](=[O:23])[CH3:24].[CH3:1][O:2][C:3](=[O:4])[CH:5]1[CH2:6][c:7]2[cH:8][cH:9][cH:10][c:11]([N+:14]([O-:15])=[O:16])[c:12]2[CH2:13]1.[H:17][H:18]>>[CH3:1][O:2][C:3](=[O:4])[CH:5]1[CH2:6][c:7]2[cH:8][cH:9][cH:10][c:11]([NH2:14])[c:12]2[CH2:13]1. Reactants: C(C1=CC=CC=C1)C1=NN=C(S1)NC(=O)C1=CC=C(C=C1)C1CCC(CC1)C(=O)OC(C)(C)C (tert-butyl 4-[4-(5-benzyl[1.3.4]thiadiazol-2-ylcarbamoyl)phenyl]cyclohexanecarboxylate), FC(C(=O)O)(F)F (trifluoroacetic acid). The solvent is ClCCl (dichloromethane). Conditions: time 3 hour. The product is C(C1=CC=CC=C1)C1=NN=C(S1)NC(=O)C1=CC=C(C=C1)C1CCC(CC1)C(=O)O (4-[4-(5-benzyl[1.3.4]thiadiazol-2-ylcarbamoyl)phenyl]cyclohexanecarboxylic acid). As a reaction SMILES: [CH2:1]([C:8]1[S:12][C:11]([NH:13][C:14]([C:16]2[CH:21]=[CH:20][C:19]([CH:22]3[CH2:27][CH2:26][CH:25]([C:28]([O:30]C(C)(C)C)=[O:29])[CH2:24][CH2:23]3)=[CH:18][CH:17]=2)=[O:15])=[N:10][N:9]=1)[C:2]1[CH:7]=[CH:6][CH:5]=[CH:4][CH:3]=1.FC(F)(F)C(O)=O>ClCCl>[CH2:1]([C:8]1[S:12][C:11]([NH:13][C:14]([C:16]2[CH:17]=[CH:18][C:19]([CH:22]3[CH2:27][CH2:26][CH:25]([C:28]([OH:30])=[O:29])[CH2:24][CH2:23]3)=[CH:20][CH:21]=2)=[O:15])=[N:10][N:9]=1)[C:2]1[CH:7]=[CH:6][CH:5]=[CH:4][CH:3]=1. Reported procedure: 85 mg of tert-butyl 4-[4-(5-benzyl[1.3.4]thiadiazol-2-ylcarbamoyl)phenyl]cyclohexanecarboxylate (0.18 mmol, 1 eq.) are placed in 1 mL of dichloromethane. 1 mL of trifluoroacetic acid (13.46 mmol, 76 eq.) is added and the reaction medium is stirred for 3 hours at room temperature. The solvents are evaporated off and the residue is taken up in ethyl acetate and ethanol to give, after filtration, 30 mg of 4-[4-(5-benzyl[1.3.4]-thiadiazol-2-ylcarbamoyl)phenyl]cyclohexanecarboxylic acid.